This data is from the Open Reaction Database (ORD), a public repository of structured organic reaction records. The task is: describe an organic reaction: reactants, conditions, products, and yield Starting materials: C(C)(=O)SC1=CC=C(C=C1)OS(=O)(=O)C (S-[4-(methanesulfonyloxy)phenyl] thioacetate), Cl (hydrochloric acid). Run in CO (methanol). Run at time 2 hour. Product: CS(=O)(=O)OC1=CC=C(C=C1)S (4-(methanesulfonyloxy)thiophenol). Reaction SMILES: C([S:4][C:5]1[CH:10]=[CH:9][C:8]([O:11][S:12]([CH3:15])(=[O:14])=[O:13])=[CH:7][CH:6]=1)(=O)C.Cl>CO>[CH3:15][S:12]([O:11][C:8]1[CH:9]=[CH:10][C:5]([SH:4])=[CH:6][CH:7]=1)(=[O:13])=[O:14]. Procedure: S-[4-(methanesulfonyloxy)phenyl] thioacetate (20.4 g., 0.083 mole) is dissolved in 150 ml. of warm (45° C.) methanol. Concentrated hydrochloric acid, 5 ml., is added and the solution is held at 45°-55° C. for 2 hours. The solution is then concentrated in vacuo to approximately 40 ml., taken up in 200 ml. of chloroform, washed with 50 ml. of water, dried over sodium sulfate and concentrated in vacuo to give 15.8 g. (93%) of the desired thiophenol as a white crystalline solid, m.p.=66°-68° C. (aft...